Dataset: the Open Reaction Database (ORD), a public repository of structured organic reaction records. Task: describe an organic reaction: reactants, conditions, products, and yield The reactants are [N+](=O)([O-])C1=NN(C=C1)CCO (2-(3-nitro-pyrazol-1-yl)-ethanol), [H][H] (hydrogen). The reagents and catalysts are [Pd] (palladium on carbon). The solvent is C(C)O (ethanol). Reaction conditions: time 1 hour. Product: NC1=NN(C=C1)CCO (2-(3-amino-pyrazol-1-yl)-ethanol). Isolated yield 107.9%. RXN SMILES: [N+:1]([C:4]1[CH:8]=[CH:7][N:6]([CH2:9][CH2:10][OH:11])[N:5]=1)([O-])=O.[H][H]>C(O)C.[Pd]>[NH2:1][C:4]1[CH:8]=[CH:7][N:6]([CH2:9][CH2:10][OH:11])[N:5]=1. Procedure: A solution 2-(3-nitro-pyrazol-1-yl)-ethanol (3.46 g, 22.02 mmol) in ethanol (40 mL) was placed in a Parr shaker bottle and treated with 10% palladium on carbon (350 mg). The bottle was then put on the Parr shaker and charged with hydrogen to 50 psi and let shake for 1 h. After this time, the reaction mixture was filtered through celite and the celite washed with ethanol. The filtrate was then concentrated in vacuo and azeotroped with acetonitrile and then chloroform to afford 2-(3-amino-pyrazol-...